This data is from the Open Reaction Database (ORD), a public repository of structured organic reaction records. The task is: describe an organic reaction: reactants, conditions, products, and yield Starting materials: BrC1=CC=C(C=C1)C (4-bromotoluene), ClS(=O)(=O)O (chlorosulfonic acid). Reaction conditions: temperature 0 celsius. The product is BrC1=C(C=C(C=C1)C)S(=O)(=O)Cl (2-Bromo-5-methylbenzenesulfonyl chloride). As a reaction SMILES: [Br:1][C:2]1[CH:7]=[CH:6][C:5]([CH3:8])=[CH:4][CH:3]=1.[Cl:9][S:10](O)(=[O:12])=[O:11]>>[Br:1][C:2]1[CH:7]=[CH:6][C:5]([CH3:8])=[CH:4][C:3]=1[S:10]([Cl:9])(=[O:12])=[O:11]. Reported procedure: 40 g of 4-bromotoluene are slowly introduced into 250 ml of chlorosulfonic acid at −10° C. with stirring. The mixture is stirred at this temperature for 30 minutes, allowed to warm to 0° C. and poured on to excess ice. The product is filtered off with suction and washed with a little water. It is dried over P4O10 in vacuo and 63 g of a colorless solid are obtained, which is directly reacted further.